This data is from the Open Reaction Database (ORD), a public repository of structured organic reaction records. The task is: describe an organic reaction: reactants, conditions, products, and yield Starting materials: [OH-].[Na+] (Sodium hydroxide), C(C)(=O)O[BH-](OC(C)=O)OC(C)=O.[Na+] (Sodium triacetoxyborohydride), ClC=1C=C(OC2CCNCC2)C=CC1Cl (4-(3,4-Dichlorophenoxy)piperidine), C(=O)C1CN(CCC1)C(=O)OC(C)(C)C (1,1-dimethylethyl 3-formyl-1-piperidinecarboxylate). Run in C(C)(=O)O (acetic acid), O1CCCC1 (tetrahydrofuran). Run at time 10 minute. Product: N (ammonia), ClC=1C=C(OC2CCN(CC2)CC2CN(CCC2)C(=O)OC(C)(C)C)C=CC1Cl (1,1-Dimethylethyl 3-[[4-(3,4-dichlorophenoxy)-1-piperidinyl]methyl]-1-piperidinecarboxylate). Reaction SMILES: [Cl:1][C:2]1[CH:3]=[C:4]([CH:12]=[CH:13][C:14]=1[Cl:15])[O:5][CH:6]1[CH2:11][CH2:10][NH:9][CH2:8][CH2:7]1.[CH:16]([CH:18]1[CH2:23][CH2:22][CH2:21][N:20]([C:24]([O:26][C:27]([CH3:30])([CH3:29])[CH3:28])=[O:25])[CH2:19]1)=O.C(O[BH-](OC(=O)C)OC(=O)C)(=O)C.[Na+].[OH-].[Na+]>O1CCCC1.C(O)(=O)C>[NH3:9].[Cl:1][C:2]1[CH:3]=[C:4]([CH:12]=[CH:13][C:14]=1[Cl:15])[O:5][CH:6]1[CH2:11][CH2:10][N:9]([CH2:16][CH:18]2[CH2:23][CH2:22][CH2:21][N:20]([C:24]([O:26][C:27]([CH3:28])([CH3:30])[CH3:29])=[O:25])[CH2:19]2)[CH2:8][CH2:7]1 |f:2.3,4.5|. Procedure details: 4-(3,4-Dichlorophenoxy)piperidine (1 g) and 1,1-dimethylethyl 3-formyl-1-piperidinecarboxylate (Bioorg. Med. Chem. Lett., 1998, 8, 1595) were combined in tetrahydrofuran (4 ml) at 0° C., acetic acid (0.25 ml) was added and the mixture was stirred for 10 min, then at RT for 5 min. Sodium triacetoxyborohydride (1.25 g) was added in two portions and the resulting mixture was stirred for 16 h. Sodium hydroxide solution (2M) was added to neutralize the acid. The mixture was extracted with diethyl eth...